This data is from the Open Reaction Database (ORD), a public repository of structured organic reaction records. The task is: describe an organic reaction: reactants, conditions, products, and yield Starting materials: C1CCOC1, CC1=CCCO1, O=C(O)CS, Cc1ccc(S(=O)(=O)O)cc1. Yields the product CC1(SCC(=O)O)CCCO1. As a reaction SMILES: [CH2:23]1[O:24][CH2:25][CH2:26][CH2:27]1.[CH3:1][C:2]1=[CH:6][CH2:5][CH2:4][O:3]1.[SH:7][CH2:8][C:9](=[O:10])[OH:11].[c:12]1([CH3:13])[cH:14][cH:15][c:16]([S:17]([OH:18])(=[O:19])=[O:20])[cH:21][cH:22]1>>[CH3:1][C:2]1([S:7][CH2:8][C:9](=[O:10])[OH:11])[O:3][CH2:4][CH2:5][CH2:6]1. Starting materials: COCCOC, CO, CCOC(C)=O, OB(O)c1cc(F)ncc1Cl, CN(CC1CCOCC1)c1cncc(Cl)n1, [Na+], [Na+], O=C([O-])[O-]. Product: CN(CC1CCOCC1)c1cncc(-c2cc(F)ncc2Cl)n1. As a reaction SMILES: [CH3:28][O:29][CH2:30][CH2:31][O:32][CH3:33].[CH3:40][OH:41].[CH3:42][CH2:43][O:44][C:45](=[O:46])[CH3:47].[Cl:17][c:18]1[c:19]([B:25]([OH:26])[OH:27])[cH:20][c:21]([F:24])[n:22][cH:23]1.[Cl:1][c:2]1[cH:3][n:4][cH:5][c:6]([N:8]([CH2:9][CH:10]2[CH2:11][CH2:12][O:13][CH2:14][CH2:15]2)[CH3:16])[n:7]1.[Na+:34].[Na+:35].[O-:36][C:37](=[O:38])[O-:39]>>[c:2]1(-[c:19]2[c:18]([Cl:17])[cH:23][n:22][c:21]([F:24])[cH:20]2)[cH:3][n:4][cH:5][c:6]([N:8]([CH2:9][CH:10]2[CH2:11][CH2:12][O:13][CH2:14][CH2:15]2)[CH3:16])[n:7]1.